From a dataset of the Open Reaction Database (ORD), a public repository of structured organic reaction records. describe an organic reaction: reactants, conditions, products, and yield The reactants are CC(=O)OCC(=O)Nc1cn2nc(Oc3cccc(NC(=O)c4cccc(C(F)(F)F)c4)c3)ccc2n1, CO, Cl, [Na+], [OH-]. Product: O=C(CO)Nc1cn2nc(Oc3cccc(NC(=O)c4cccc(C(F)(F)F)c4)c3)ccc2n1. RXN SMILES: [C:1](=[O:2])([CH3:3])[O:4][CH2:5][C:6]([NH:7][c:8]1[n:9][c:10]2[n:11]([n:12][c:13]([O:16][c:17]3[cH:18][c:19]([NH:23][C:24]([c:25]4[cH:26][c:27]([C:31]([F:32])([F:33])[F:34])[cH:28][cH:29][cH:30]4)=[O:35])[cH:20][cH:21][cH:22]3)[cH:14][cH:15]2)[cH:36]1)=[O:37].[CH3:41][OH:42].[ClH:40].[Na+:39].[OH-:38]>>[OH:4][CH2:5][C:6]([NH:7][c:8]1[n:9][c:10]2[n:11]([n:12][c:13]([O:16][c:17]3[cH:18][c:19]([NH:23][C:24]([c:25]4[cH:26][c:27]([C:31]([F:32])([F:33])[F:34])[cH:28][cH:29][cH:30]4)=[O:35])[cH:20][cH:21][cH:22]3)[cH:14][cH:15]2)[cH:36]1)=[O:37]. Starting materials: COc1cccc2c1nc(C(F)F)n2-c1nc(N2CCOCC2)nc(N2CC(NS(C)(=O)=O)C2)n1, CI, [K+], [K+], O=C([O-])[O-], CN(C)C=O, O. The product is COc1cccc2c1nc(C(F)F)n2-c1nc(N2CCOCC2)nc(N2CC(N(C)S(C)(=O)=O)C2)n1. Reaction SMILES: [F:1][CH:2]([c:3]1[n:4][c:5]2[c:6]([n:7]1-[c:8]1[n:9][c:10]([N:20]3[CH2:21][CH:22]([NH:24][S:25](=[O:26])(=[O:27])[CH3:28])[CH2:23]3)[n:11][c:12]([N:14]3[CH2:15][CH2:16][O:17][CH2:18][CH2:19]3)[n:13]1)[cH:29][cH:30][cH:31][c:32]2[O:33][CH3:34])[F:35].[I:42][CH3:43].[K+:36].[K+:37].[O-:38][C:39]([O-:40])=[O:41].[O:44]=[CH:45][N:46]([CH3:47])[CH3:48].[OH2:49]>>[F:1][CH:2]([c:3]1[n:4][c:5]2[c:6]([n:7]1-[c:8]1[n:9][c:10]([N:20]3[CH2:21][CH:22]([N:24]([S:25](=[O:26])(=[O:27])[CH3:28])[CH3:39])[CH2:23]3)[n:11][c:12]([N:14]3[CH2:15][CH2:16][O:17][CH2:18][CH2:19]3)[n:13]1)[cH:29][cH:30][cH:31][c:32]2[O:33][CH3:34])[F:35]. Starting materials: C(C)(C)(C)C1=C(C=O)C(=CC(=C1)C(C)(C)C)O (2,4-di-tert-butyl-6-hydroxybenzaldehyde), [H-].[Na+] (sodium hydride), CN(C)C=O (DMF), C(C1=CC=CC=C1)Br (Benzyl bromide). Conditions: time 30 minute. Yields the product NCCC1=C(C=C(C=C1C(C)(C)C)C(C)(C)C)O (2-(2-Aminoethyl)-3,5-di-tert-butylphenol). RXN SMILES: [C:1]([C:5]1[CH:12]=[C:11]([C:13]([CH3:16])([CH3:15])[CH3:14])[CH:10]=[C:9]([OH:17])[C:6]=1[CH:7]=O)([CH3:4])([CH3:3])[CH3:2].[H-].[Na+].C(Br)C1C=CC=CC=1.[CH3:28][N:29](C=O)C>>[NH2:29][CH2:28][CH2:7][C:6]1[C:5]([C:1]([CH3:4])([CH3:3])[CH3:2])=[CH:12][C:11]([C:13]([CH3:16])([CH3:15])[CH3:14])=[CH:10][C:9]=1[OH:17] |f:1.2|. Reported procedure: To a solution of 1.17 g (5.0 mmol) of 2,4-di-tert-butyl-6-hydroxybenzaldehyde (from Step A of Example 35) in 10 mL of dry DMF was added 0.25 g (10.4 mmol) of powdered sodium hydride and the resulting mixture was stirred for 30 min under a nitrogen atmosphere. Benzyl bromide (1.0 g, 5.9 mmol) was then added and the resulting mixture was stirred for an additional 3 h. The reaction mixture was then concentrated in vacuo and the residue was partitioned between ether and water. The aqueous layer was ... The reactants are COc1ccc(CN(Cc2ccc(OC)cc2)c2ncc(-c3nc(N4CCOCC4)nc4c3CCN4)cn2)cc1, Cc1ccccc1N, COc1ccc(CN(Cc2ccc(OC)cc2)c2ncc(-c3nc(N4CCOCC4)nc4c3CCN4C(=O)Nc3ccccc3C)cn2)cc1. Product: Cc1ccccc1NC(=O)N1CCc2c(-c3cnc(N)nc3)nc(N3CCOCC3)nc21. Reaction SMILES: [CH3:1][O:2][c:3]1[cH:4][cH:5][c:6]([CH2:7][N:8]([CH2:9][c:10]2[cH:11][cH:12][c:13]([O:14][CH3:15])[cH:16][cH:17]2)[c:18]2[n:19][cH:20][c:21](-[c:22]3[c:23]4[c:27]([n:28][c:29]([N:30]5[CH2:31][CH2:32][O:33][CH2:34][CH2:35]5)[n:36]3)[NH:26][CH2:25][CH2:24]4)[cH:37][n:38]2)[cH:39][cH:40]1.[c:41]1([CH3:42])[cH:43][cH:44][cH:45][cH:46][c:47]1[NH2:48].[c:49]1([CH3:98])[c:50]([NH:55][C:56](=[O:57])[N:58]2[CH2:59][CH2:60][c:61]3[c:62]2[n:63][c:64]([N:92]2[CH2:93][CH2:94][O:95][CH2:96][CH2:97]2)[n:65][c:66]3-[c:67]2[cH:68][n:69][c:70]([N:73]([CH2:74][c:75]3[cH:76][cH:77][c:78]([O:79][CH3:80])[cH:81][cH:82]3)[CH2:83][c:84]3[cH:85][cH:86][c:87]([O:88][CH3:89])[cH:90][cH:91]3)[n:71][cH:72]2)[cH:51][cH:52][cH:53][cH:54]1>>[c:49]1([CH3:98])[c:50]([NH:55][C:56](=[O:57])[N:58]2[CH2:59][CH2:60][c:61]3[c:62]2[n:63][c:64]([N:92]2[CH2:93][CH2:94][O:95][CH2:96][CH2:97]2)[n:65][c:66]3-[c:67]2[cH:68][n:69][c:70]([NH2:73])[n:71][cH:72]2)[cH:51][cH:52][cH:53][cH:54]1.